Dataset: the Open Reaction Database (ORD), a public repository of structured organic reaction records. Task: describe an organic reaction: reactants, conditions, products, and yield Starting materials: C(F)(F)(F)C(F)(F)C(F)(F)OC(F)(C(F)(F)F)C(F)(F)OC(F)(C(F)(F)F)C(=O)F (CF3(CF2)2OCF(CF3)CF2OCF(CF3)COF), OCCCOC(C)CO (HO(CH2)3OCH(CH3)CH2OH). The solvent is C(=O)(O)[O-].[Na+] (NaHCO3). Reaction conditions: time 2 hour. Yields the product C(F)(F)(F)C(F)(F)C(F)(F)OC(F)(C(F)(F)F)C(F)(F)OC(F)(C(F)(F)F)C(=O)OCC(C)OCCCOC(=O)C(F)(C(F)(F)F)OC(F)(F)C(F)(C(F)(F)F)OC(F)(F)C(F)(F)C(F)(F)F (CF3(CF2)2OCF(CF3)CF2OCF(CF3)COOCH2CH(CH3)O(CH2)3OCOCF(CF3)—OCF2CF(CF3)O(CF2)2CF3). RXN SMILES: [C:1]([C:5]([C:8]([O:11][C:12]([C:18]([O:21][C:22]([C:28](F)=[O:29])([C:24]([F:27])([F:26])[F:25])[F:23])([F:20])[F:19])([C:14]([F:17])([F:16])[F:15])[F:13])([F:10])[F:9])([F:7])[F:6])([F:4])([F:3])[F:2].[OH:31][CH2:32][CH2:33][CH2:34][O:35][CH:36]([CH2:38][OH:39])[CH3:37]>C([O-])(O)=O.[Na+]>[C:1]([C:5]([C:8]([O:11][C:12]([C:18]([O:21][C:22]([C:28]([O:39][CH2:38][CH:36]([O:35][CH2:34][CH2:33][CH2:32][O:31][C:28]([C:22]([O:21][C:18]([C:12]([O:11][C:8]([C:5]([C:1]([F:2])([F:3])[F:4])([F:6])[F:7])([F:9])[F:10])([C:14]([F:15])([F:17])[F:16])[F:13])([F:20])[F:19])([C:24]([F:27])([F:26])[F:25])[F:23])=[O:29])[CH3:37])=[O:29])([C:24]([F:25])([F:26])[F:27])[F:23])([F:19])[F:20])([C:14]([F:17])([F:16])[F:15])[F:13])([F:9])[F:10])([F:6])[F:7])([F:4])([F:2])[F:3] |f:2.3|. Procedure details: CF3(CF2)2OCF(CF3)CF2OCF(CF3)COF (120.69 g) was loaded into an autoclave and stirred under a nitrogen stream, and HO(CH2)3OCH(CH3)CH2OH (15.1 g) prepared in Example 2-3 was fed over 2 hours, while the temperature in the autoclave was maintained at 30° C. or below. Then, the reaction solution was stirred at room temperature under a nitrogen stream overnight and poured onto saturated aqueous NaHCO3 (500 mL) with ice.